describe an organic reaction: reactants, conditions, products, and yield From a dataset of the Open Reaction Database (ORD), a public repository of structured organic reaction records. Starting materials: OCCBr, ClCCl, [Cl-], C[N+](C)=CCl, c1ccncc1, O=C(O)Cc1ccco1. Yields the product O=C(Cc1ccco1)OCCBr. RXN SMILES: [Br:16][CH2:17][CH2:18][OH:19].[CH2:26]([Cl:27])[Cl:28].[Cl-:10].[Cl:11][CH:12]=[N+:13]([CH3:14])[CH3:15].[cH:20]1[cH:21][cH:22][n:23][cH:24][cH:25]1.[o:1]1[c:2]([CH2:6][C:7](=[O:8])[OH:9])[cH:3][cH:4][cH:5]1>>[o:1]1[c:2]([CH2:6][C:7]([O:8][CH2:18][CH2:17][Br:16])=[O:9])[cH:3][cH:4][cH:5]1.